This data is from the Open Reaction Database (ORD), a public repository of structured organic reaction records. The task is: describe an organic reaction: reactants, conditions, products, and yield Starting materials: title material, CN(C=1N=C(N(C1C(=O)OCC1=CC=CC=C1)CC1=CC=C(C=C1)C1=C(C=CC=C1)C1=NN=NN1C(C1=CC=CC=C1)(C1=CC=CC=C1)C1=CC=CC=C1)CCCC)C (4-(dimethylamino)-2 butyl 5-benzyloxycarbonyl-1-(2'-(N-triphenylmethyltetrazol-5-yl)biphen 4-yl)methylimidazole). Reagents/catalysts: [Pd] (Pd-C). Run in CCO (EtOH). Yields the product CN(C=1N=C(N(C1C(=O)O)CC1=CC=C(C=C1)C1=C(C=CC=C1)C1=NN=NN1)CCCC)C (4-(Dimethylamino)-2-butyl-1-(2'-(tetrazol-5-yl)biphen-4-yl)methylimidazole-5-carboxylic acid). Reaction SMILES: [CH3:1][N:2]([CH3:59])[C:3]1[N:4]=[C:5]([CH2:55][CH2:56][CH2:57][CH3:58])[N:6]([CH2:18][C:19]2[CH:24]=[CH:23][C:22]([C:25]3[CH:30]=[CH:29][CH:28]=[CH:27][C:26]=3[C:31]3[N:35](C(C4C=CC=CC=4)(C4C=CC=CC=4)C4C=CC=CC=4)[N:34]=[N:33][N:32]=3)=[CH:21][CH:20]=2)[C:7]=1[C:8]([O:10]CC1C=CC=CC=1)=[O:9]>CCO.[Pd]>[CH3:1][N:2]([CH3:59])[C:3]1[N:4]=[C:5]([CH2:55][CH2:56][CH2:57][CH3:58])[N:6]([CH2:18][C:19]2[CH:20]=[CH:21][C:22]([C:25]3[CH:30]=[CH:29][CH:28]=[CH:27][C:26]=3[C:31]3[NH:32][N:33]=[N:34][N:35]=3)=[CH:23][CH:24]=2)[C:7]=1[C:8]([OH:10])=[O:9]. Procedure: The title material can be prepared by treating a mixture of 4-(dimethylamino)-2 butyl 5-benzyloxycarbonyl-1-(2'-(N-triphenylmethyltetrazol-5-yl)biphen 4-yl)methylimidazole and 5 weight % of 10% Pd-C with H2 (at 40 psi) in EtOH for 16 hours, followed by filtration (Celite) and purification (SiO2 '35:65:1 CH2Cl2 /MeOH/NH4OH). Reactants: CO, NC(N)=Nc1nc(-c2ccc(CNC(=S)NC(=O)c3ccccc3)o2)cs1, [Na+], [OH-]. Product: NC(=S)NCc1ccc(-c2csc(N=C(N)N)n2)o1. RXN SMILES: [CH3:30][OH:31].[NH2:1][C:2]([NH2:3])=[N:4][c:5]1[s:6][cH:7][c:8](-[c:10]2[o:11][c:12]([CH2:15][NH:16][C:17](=[S:18])[NH:19][C:20](=[O:21])[c:22]3[cH:23][cH:24][cH:25][cH:26][cH:27]3)[cH:13][cH:14]2)[n:9]1.[Na+:29].[OH-:28]>>[NH2:1][C:2]([NH2:3])=[N:4][c:5]1[s:6][cH:7][c:8](-[c:10]2[o:11][c:12]([CH2:15][NH:16][C:17](=[S:18])[NH2:19])[cH:13][cH:14]2)[n:9]1.